Task: describe an organic reaction: reactants, conditions, products, and yield. Dataset: the Open Reaction Database (ORD), a public repository of structured organic reaction records As a reaction SMILES: [NH2:1][C:2](=[S:14])[CH2:3][N:4]1[CH:8]=[C:7]([C:9]([O:11][CH2:12][CH3:13])=[O:10])[CH:6]=[N:5]1.Br[CH2:16][C:17]([C:19]1[CH:24]=[CH:23][C:22]([Cl:25])=[CH:21][CH:20]=1)=O>C(O)C>[Cl:25][C:22]1[CH:23]=[CH:24][C:19]([C:17]2[N:1]=[C:2]([CH2:3][N:4]3[CH:8]=[C:7]([C:9]([O:11][CH2:12][CH3:13])=[O:10])[CH:6]=[N:5]3)[S:14][CH:16]=2)=[CH:20][CH:21]=1. Isolated yield 81.1%. Product: ClC1=CC=C(C=C1)C=1N=C(SC1)CN1N=CC(=C1)C(=O)OCC (ethyl 1-{[4-(4-chlorophenyl)-1,3-thiazol-2-yl]methyl}-1H-pyrazole-4-carboxylate). The reactants are NC(CN1N=CC(=C1)C(=O)OCC)=S (ethyl 1-(2-amino-2-thioxoethyl)-1H-pyrazole-4-carboxylate), BrCC(=O)C1=CC=C(C=C1)Cl (2-bromo-1-[4-chlorophenyl]ethanone). Solvent: C(C)O (ethanol). Reported procedure: To a solution of the compound (500 mg) obtained in Example 1b in ethanol (5 mL) was added 2-bromo-1-[4-chlorophenyl]ethanone (546 mg), and the mixture was heated under reflux for 1 hr. The reaction mixture was concentrated under reduced pressure, and the residue was washed with ether to give the title compound (660 mg) as a colorless solid. The reactants are BrCCCCCCBr (1,6-dibromohexane), 13C{1H}, CC1(COC1)CO (3-methyl-3-oxetanemethanol), [OH-].[Na+] (NaOH). Reagents/catalysts: [N+](CCCC)(CCCC)(CCCC)CCCC.[Br-] (Bu4NBr). The solvent is hexanes, O (H2O), O (H2O). Reaction conditions: temperature 0 celsius, time 30 minute. Yields the product BrCCCCCCOCC1(COC1)C (3-(6-Bromo-hexyloxymethyl)-3-methyloxetane). Reaction SMILES: Br[CH2:2][CH2:3][CH2:4][CH2:5][CH2:6][CH2:7][Br:8].[CH3:9][C:10]1([CH2:14][OH:15])[CH2:13][O:12][CH2:11]1.[OH-].[Na+]>[N+](CCCC)(CCCC)(CCCC)CCCC.[Br-].O>[Br:8][CH2:7][CH2:6][CH2:5][CH2:4][CH2:3][CH2:2][O:15][CH2:14][C:10]1([CH3:9])[CH2:13][O:12][CH2:11]1 |f:2.3,4.5|. Procedure: A two phase system composed of 1,6-dibromohexane (74.06 g, 0.30 mmol) in hexanes (100 mL) and 3-methyl-3-oxetanemethanol (10.0 g, 0.10 mmol), NaOH (65.02 g, 1.63 mol), and Bu4NBr (0.5 g, 1.55 mmol) in H2O (100 mL) was stirred at 0° C. in an ice bath for 30 min. The reaction mixture was warmed up to room temperature and stirred at room temperature for 1 day. It was then heated at 100° C. for additional 2 h. The reaction mixture was allowed to cool down to room temperature and H2O was added. The m... Starting materials: CC1=CC=C(C=C1)C=1C(=CC=CC1)C(=O)NC1=CC=C(C(=O)N(C2=C(C=CC=C2)OCC=O)C)C=C1 (4-(4′-methylbiphenyl-2-carboxamido)-N-methyl-N-[2-(formylmethoxy)phenyl]benzamide), CN1CCN(CC1)C(=O)CNC (4-methyl-1-(N-methylamino)methylcarbonylpiperazine), C(#N)[BH3-].[Na+] (sodium cyanoborohydride). The solvent is CO (methanol), C(C)(=O)O (acetic acid), C(C)(=O)OCC (ethyl acetate). Conditions: time 4 hour. Yields the product CC1=CC=C(C=C1)C=1C(=CC=CC1)C(=O)NC1=CC=C(C(=O)N(C2=C(C=CC=C2)OCCN(CC(=O)N2CCN(CC2)C)C)C)C=C1 (4-(4′-methylbiphenyl-2-carboxamido)-N-methyl-N-[2-[2-[N-methyl-N-(4-methylpiperazin-1-yl)carbonylmethylamino]ethoxy]phenyl]benzamide). The yield is 58.7%. As a reaction SMILES: [CH3:1][C:2]1[CH:7]=[CH:6][C:5]([C:8]2[C:9]([C:14]([NH:16][C:17]3[CH:36]=[CH:35][C:20]([C:21]([N:23]([CH3:34])[C:24]4[CH:29]=[CH:28][CH:27]=[CH:26][C:25]=4[O:30][CH2:31]C=O)=[O:22])=[CH:19][CH:18]=3)=[O:15])=[CH:10][CH:11]=[CH:12][CH:13]=2)=[CH:4][CH:3]=1.[CH3:37][N:38]1[CH2:43][CH2:42][N:41]([C:44]([CH2:46][NH:47][CH3:48])=[O:45])[CH2:40][CH2:39]1.[C:49]([BH3-])#N.[Na+]>CO.C(O)(=O)C.C(OCC)(=O)C>[CH3:1][C:2]1[CH:3]=[CH:4][C:5]([C:8]2[C:9]([C:14]([NH:16][C:17]3[CH:18]=[CH:19][C:20]([C:21]([N:23]([CH3:34])[C:24]4[CH:29]=[CH:28][CH:27]=[CH:26][C:25]=4[O:30][CH2:31][CH2:48][N:47]([CH3:49])[CH2:46][C:44]([N:41]4[CH2:40][CH2:39][N:38]([CH3:37])[CH2:43][CH2:42]4)=[O:45])=[O:22])=[CH:35][CH:36]=3)=[O:15])=[CH:10][CH:11]=[CH:12][CH:13]=2)=[CH:6][CH:7]=1 |f:2.3|. Procedure: To a mixture of 4-(4′-methylbiphenyl-2-carboxamido)-N-methyl-N-[2-(formylmethoxy)phenyl]benzamide (400 mg) and 4-methyl-1-(N-methylamino)methylcarbonylpiperazine (143 mg) in a mixture of methanol (15 ml) and acetic acid (0.5 ml) was added sodium cyanoborohydride (52.4 mg) and the mixture was stirred at ambient temperature for 4 hours. The solution was diluted with ethyl acetate (30 ml) and washed successively with saturated aqueous sodium hydrogen carbonate, water and brine. The organic solution... The reactants are COC(=O)[C@]1(N(CC[C@H]1O)S(NC1=C(C(=C(C=C1)C#N)Cl)C)(=O)=O)C ((2S,3R)-1-(3-Chloro-4-cyano-2-methyl-phenylsulfamoyl)-3-hydroxy-2-methyl-pyrrolidine-2-carboxylic acid methyl ester), Cl (HCl). The solvent is [OH-].[Na+] (NaOH). Yields the product ClC=1C(=C(C=CC1C#N)NS(=O)(=O)N1[C@@]([C@@H](CC1)O)(C(=O)O)C)C ((2S,3R)-1-(3-Chloro-4-cyano-2-methyl-phenylsulfamoyl)-3-hydroxy-2-methyl-pyrrolidine-2-carboxylic acid). Yield: 65.8%. As a reaction SMILES: C[O:2][C:3]([C@:5]1([CH3:25])[C@H:9]([OH:10])[CH2:8][CH2:7][N:6]1[S:11](=[O:24])(=[O:23])[NH:12][C:13]1[CH:18]=[CH:17][C:16]([C:19]#[N:20])=[C:15]([Cl:21])[C:14]=1[CH3:22])=[O:4].Cl>[OH-].[Na+]>[Cl:21][C:15]1[C:14]([CH3:22])=[C:13]([NH:12][S:11]([N:6]2[CH2:7][CH2:8][C@@H:9]([OH:10])[C@@:5]2([CH3:25])[C:3]([OH:4])=[O:2])(=[O:23])=[O:24])[CH:18]=[CH:17][C:16]=1[C:19]#[N:20] |f:2.3|. Procedure: A solution of 3C (120 mg, 0.309 mmol) in 8 mL of 1.6 N NaOH was stirred at rt overnight. The reaction mixture was acidified to pH 2 with 10% HCl and extracted with EtOAc. The organic layer was dried (MgSO4), filtered and concentrated under reduced pressure to afford the title compound (76 mg) as an orange oil. 1H NMR (CD3OD) δ 1.58 (s, 3H), 1.98-2.04 (m, 1H), 2.13-2.19 (m, 1H), 2.43 (s, 3H), 3.49-3.54 (m, 1H), 3.65-3.70 (m, 1H), 4.12 (t, J=6.1, 1H), 7.59 (d, J=8.3, 1H), 7.65 (d, J=8.8, 1H); 13C ... The reactants are Cl.Cl.Cl.N[C@H](CC(N)=O)C(=O)N1CCN(CC1)C1CCN(CC1)C (1-(D-asparaginyl)-4-(1-methylpiperidin-4-yl)piperazine trihydrochloride), N1C=CC2=CC=C(C=C12)C(=O)O (indole-6-carboxylic acid). Yields the product N1C=CC2=CC=C(C=C12)C(=O)N[C@H](CC(N)=O)C(=O)N1CCN(CC1)C1CCN(CC1)C (1-[N-(Indole-6-carbonyl)-D-asparaginyl]-4-(1-methylpiperidin-4-yl)piperazine). RXN SMILES: Cl.Cl.Cl.[NH2:4][C@@H:5]([C:10]([N:12]1[CH2:17][CH2:16][N:15]([CH:18]2[CH2:23][CH2:22][N:21]([CH3:24])[CH2:20][CH2:19]2)[CH2:14][CH2:13]1)=[O:11])[CH2:6][C:7](=[O:9])[NH2:8].[NH:25]1[C:33]2[C:28](=[CH:29][CH:30]=[C:31]([C:34](O)=[O:35])[CH:32]=2)[CH:27]=[CH:26]1>>[NH:25]1[C:33]2[C:28](=[CH:29][CH:30]=[C:31]([C:34]([NH:4][C@@H:5]([C:10]([N:12]3[CH2:17][CH2:16][N:15]([CH:18]4[CH2:19][CH2:20][N:21]([CH3:24])[CH2:22][CH2:23]4)[CH2:14][CH2:13]3)=[O:11])[CH2:6][C:7](=[O:9])[NH2:8])=[O:35])[CH:32]=2)[CH:27]=[CH:26]1 |f:0.1.2.3|. Procedure: Using methods substantially equivalent to those described in Method D-1, the titled compound was prepared from 1-(D-asparaginyl)-4-(1-methylpiperidin-4-yl)piperazine trihydrochloride and indole-6-carboxylic acid (45%). The reactants are FC1=C(C(=CC=C1)F)S(=O)(=O)Cl (2,6-difluorobenzenesulfonyl chloride), CC=1C=C(C=C2C(=CNC12)C1CCN(CC1)C)O (7-methyl-3-(1-methylpiperidin-4-yl)-1H-indole-5-ol), [OH-].[Na+] (sodium hydroxide). The solvent is O1CCCC1 (tetrahydrofuran), O1CCCC1 (tetrahydrofuran). Yields the product CC=1C=C(C=C2C(=CNC12)C1CCN(CC1)C)OS(=O)(=O)C1=C(C=CC=C1F)F (2,6-Difluorobenzenesulfonic acid 7-methyl-3-(1-methylpiperidin-4-yl)-1H-indol-5-yl ester), FC1=C(C(=CC=C1)F)S(=O)(=O)O (2,6-difluorobenzene sulfonic acid). As a reaction SMILES: [CH3:1][C:2]1[CH:3]=[C:4]([OH:18])[CH:5]=[C:6]2[C:10]=1[NH:9][CH:8]=[C:7]2[CH:11]1[CH2:16][CH2:15][N:14]([CH3:17])[CH2:13][CH2:12]1.[OH-:19].[Na+].[F:21][C:22]1[CH:27]=[CH:26][CH:25]=[C:24]([F:28])[C:23]=1[S:29](Cl)(=[O:31])=[O:30]>O1CCCC1>[CH3:1][C:2]1[CH:3]=[C:4]([O:18][S:29]([C:23]2[C:24]([F:28])=[CH:25][CH:26]=[CH:27][C:22]=2[F:21])(=[O:31])=[O:30])[CH:5]=[C:6]2[C:10]=1[NH:9][CH:8]=[C:7]2[CH:11]1[CH2:16][CH2:15][N:14]([CH3:17])[CH2:13][CH2:12]1.[F:21][C:22]1[CH:27]=[CH:26][CH:25]=[C:24]([F:28])[C:23]=1[S:29]([OH:31])(=[O:30])=[O:19] |f:1.2|. Procedure: By a method similar to Example 31, using 7-methyl-3-(1-methylpiperidin-4-yl)-1H-indole-5-ol (3.1 mmol, 0.756 g), tetrahydrofuran (10 mL),0.2N sodium hydroxide (3.1 mmol, 15.5 mL) and 2,6-difluorobenzenesulfonyl chloride (3.7 mmol,0.7895 g) in tetrahydrofuran (10 mL) afforded the title compound as a fractional salt of 2,6-difluorobenzene sulfonic acid. The material was dissolved in methanol and 5N sodium hydroxide (1 eq) was added. The mixture was then applied to a Mega Bond Elute SCX column. The...